From a dataset of the Open Reaction Database (ORD), a public repository of structured organic reaction records. describe an organic reaction: reactants, conditions, products, and yield Starting materials: C=O, CC(=O)[O-], CC(=O)O, Cl, [K+], C1CNCCOC1, O, Nc1ncnn2cccc12. Product: Nc1ncnn2c(CN3CCCOCC3)ccc12. RXN SMILES: [CH2:11]=[O:12].[CH3:22][C:23](=[O:24])[O-:25].[CH3:26][C:27](=[O:28])[OH:29].[ClH:13].[K+:21].[O:14]1[CH2:15][CH2:16][NH:17][CH2:18][CH2:19][CH2:20]1.[OH2:30].[n:1]1[n:2]2[c:3]([c:4]([NH2:7])[n:5][cH:6]1)[cH:8][cH:9][cH:10]2>>[n:1]1[n:2]2[c:3]([c:4]([NH2:7])[n:5][cH:6]1)[cH:8][cH:9][c:10]2[CH2:22][N:17]1[CH2:16][CH2:15][O:14][CH2:20][CH2:19][CH2:18]1. Reactants: Brc1cccnc1OCc1ccccc1, CC(C)(C)[O-], Cc1ccccc1, CN(C)c1ccccc1-c1ccccc1P(C1CCCCC1)C1CCCCC1, O=C(OCc1ccccc1)N1CCNCC1, [Na+], O, [Pd], O=C(C=Cc1ccccc1)C=Cc1ccccc1. Product: O=C(OCc1ccccc1)N1CCN(c2cccnc2OCc2ccccc2)CC1. As a reaction SMILES: [CH2:29]([c:30]1[cH:31][cH:32][cH:33][cH:34][cH:35]1)[O:36][c:37]1[n:38][cH:39][cH:40][cH:41][c:42]1[Br:43].[CH3:60][C:61]([CH3:62])([O-:63])[CH3:64].[CH3:66][c:67]1[cH:68][cH:69][cH:70][cH:71][cH:72]1.[CH:1]1([P:2]([CH:3]2[CH2:4][CH2:5][CH2:6][CH2:7][CH2:8]2)[c:9]2[cH:10][cH:11][cH:12][cH:13][c:14]2-[c:15]2[c:16]([N:17]([CH3:18])[CH3:19])[cH:20][cH:21][cH:22][cH:23]2)[CH2:24][CH2:25][CH2:26][CH2:27][CH2:28]1.[N:44]1([C:50](=[O:51])[O:52][CH2:53][c:54]2[cH:55][cH:56][cH:57][cH:58][cH:59]2)[CH2:45][CH2:46][NH:47][CH2:48][CH2:49]1.[Na+:65].[OH2:73].[Pd:74].[c:75]1([CH:76]=[CH:77][C:78](=[O:79])[CH:80]=[CH:81][c:82]2[cH:83][cH:84][cH:85][cH:86][cH:87]2)[cH:88][cH:89][cH:90][cH:91][cH:92]1>>[CH2:29]([c:30]1[cH:31][cH:32][cH:33][cH:34][cH:35]1)[O:36][c:37]1[n:38][cH:39][cH:40][cH:41][c:42]1[N:47]1[CH2:46][CH2:45][N:44]([C:50](=[O:51])[O:52][CH2:53][c:54]2[cH:55][cH:56][cH:57][cH:58][cH:59]2)[CH2:49][CH2:48]1.